This data is from the Open Reaction Database (ORD), a public repository of structured organic reaction records. The task is: describe an organic reaction: reactants, conditions, products, and yield The reactants are O1CCC(CC1)O (tetrahydro-4-pyranol), [H-].[Na+] (sodium hydride), ClC1=NC=C(C(=N1)Cl)Cl (2,4,5-trichloropyrimidine). Run in CN(C)C=O (DMF), C1CCOC1 (THF). Product: ClC1=NC=C(C(=N1)OC1CCOCC1)Cl (2,5-dichloro-4-(tetrahydro-2H-pyran-4-yloxy)pyrimidine). Reaction SMILES: [O:1]1[CH2:6][CH2:5][CH:4]([OH:7])[CH2:3][CH2:2]1.[H-].[Na+].[Cl:10][C:11]1[N:16]=[C:15](Cl)[C:14]([Cl:18])=[CH:13][N:12]=1>CN(C=O)C.C1COCC1>[Cl:10][C:11]1[N:16]=[C:15]([O:7][CH:4]2[CH2:5][CH2:6][O:1][CH2:2][CH2:3]2)[C:14]([Cl:18])=[CH:13][N:12]=1 |f:1.2|. Procedure details: To a solution of tetrahydro-4-pyranol (0.36 g, 3.54 mmol) in DMF (5 mL) was added sodium hydride (60% dispersion, 0.17 g, 4.25 mmol). The resulting mixture was added to a solution of 2,4,5-trichloropyrimidine (650 mg, 3.5 mmol) in THF at 0° C. The combined mixture was then allowed to warm to room temperature. To the reaction was then added water and the product was extracted with a 1:1 EtOAc-Heptane mixture. The extract was then dried over Na2SO4, filtered and concentrated. The crude product was... Reactants: O (water), N1=CN=C2N(C=NC2=C1)CC1=CC2=C(N=C(O2)S(=O)C)C=C1 (6-((9H-purin-9-yl)methyl)-2-(methylsulfinyl)benzo[d]oxazole), N[C@H]1[C@@H](CCCC1)O ((1R,2R)-2-aminocyclohexanol), CCN(C(C)C)C(C)C (DIEA). The solvent is CC(=O)N(C)C (DMA). Run at temperature 135 celsius, time 2 hour. Product: N1=CN=C2N(C=NC2=C1)CC1=CC2=C(N=C(O2)N[C@H]2[C@@H](CCCC2)O)C=C1 ((1R,2R)-2-((6-((9H-purin-9-yl)methyl)benzo[d]oxazol-2-yl)amino)cyclohexanol). Yield: 54.9%. RXN SMILES: [N:1]1[CH:9]=[C:8]2[C:4]([N:5]([CH2:10][C:11]3[CH:22]=[CH:21][C:14]4[N:15]=[C:16](S(C)=O)[O:17][C:13]=4[CH:12]=3)[CH:6]=[N:7]2)=[N:3][CH:2]=1.[NH2:23][C@@H:24]1[CH2:29][CH2:28][CH2:27][CH2:26][C@H:25]1[OH:30].CCN(C(C)C)C(C)C.O>CC(N(C)C)=O>[N:1]1[CH:9]=[C:8]2[C:4]([N:5]([CH2:10][C:11]3[CH:22]=[CH:21][C:14]4[N:15]=[C:16]([NH:23][C@@H:24]5[CH2:29][CH2:28][CH2:27][CH2:26][C@H:25]5[OH:30])[O:17][C:13]=4[CH:12]=3)[CH:6]=[N:7]2)=[N:3][CH:2]=1. Reported procedure: A mixture of 6-((9H-purin-9-yl)methyl)-2-(methylsulfinyl)benzo[d]oxazole (106 mg, 0.34 mmol), (1R,2R)-2-aminocyclohexanol (77 mg, 0.51 mg) and DIEA (132 mg, 1.02 mmol) in DMA (3 mL) was stirred at 135° C. for 2 h. The reaction mixture was cooled to rt, poured into water (30 mL) and extracted with ethyl acetate (20 mL×2). The combined organic layers were washed with brine, dried over Na2SO4, filtered and concentrated under reduced pressure. The residue was purified by silica gel chromatography el... Starting materials: O=S(=O)(Cl)c1ccc(F)c(C(F)(F)F)c1, Nc1cccc(COCc2ccc(F)cc2)n1. Product: O=S(=O)(Nc1cccc(COCc2ccc(F)cc2)n1)c1ccc(F)c(C(F)(F)F)c1. Reaction SMILES: [F:18][c:19]1[c:20]([C:29]([F:30])([F:31])[F:32])[cH:21][c:22]([S:25](=[O:26])(=[O:27])[Cl:28])[cH:23][cH:24]1.[F:1][c:2]1[cH:3][cH:4][c:5]([CH2:6][O:7][CH2:8][c:9]2[cH:10][cH:11][cH:12][c:13]([NH2:15])[n:14]2)[cH:16][cH:17]1>>[F:1][c:2]1[cH:3][cH:4][c:5]([CH2:6][O:7][CH2:8][c:9]2[cH:10][cH:11][cH:12][c:13]([NH:15][S:25]([c:22]3[cH:21][c:20]([C:29]([F:30])([F:31])[F:32])[c:19]([F:18])[cH:24][cH:23]3)(=[O:26])=[O:27])[n:14]2)[cH:16][cH:17]1. Starting materials: C(C)OC(CCCN1C=CC2=C1N=C(N=C2NC[C@@H](C(=O)OC(C)(C)C)NC(=O)OCC2=CC=CC=C2)C)=O (4-[4-((2S)-2-benzyloxycarbonylamino-2-tert-butoxycarbonyl-ethylamino)-2-methyl-pyrrolo[2,3-d]pyrimidin-7-yl]-butyric acid ethyl ester), C(C)(=O)O (acetic acid). Reagents/catalysts: [Pd] (Pd/C). The solvent is C(C)O (ethanol). The product is C(C)OC(CCCN1C=CC2=C1N=C(N=C2NC[C@@H](C(=O)OC(C)(C)C)N)C)=O (4-[4-((2S)-2-Amino-2-tert-butoxycarbonyl-ethylamino)-2-methyl-pyrrolo[2,3-d]pyrimidin-7-yl]-butyric acid ethyl ester). Reaction SMILES: [CH2:1]([O:3][C:4](=[O:39])[CH2:5][CH2:6][CH2:7][N:8]1[C:12]2[N:13]=[C:14]([CH3:38])[N:15]=[C:16]([NH:17][CH2:18][C@H:19]([NH:27]C(OCC3C=CC=CC=3)=O)[C:20]([O:22][C:23]([CH3:26])([CH3:25])[CH3:24])=[O:21])[C:11]=2[CH:10]=[CH:9]1)[CH3:2].C(O)(=O)C>C(O)C.[Pd]>[CH2:1]([O:3][C:4](=[O:39])[CH2:5][CH2:6][CH2:7][N:8]1[C:12]2[N:13]=[C:14]([CH3:38])[N:15]=[C:16]([NH:17][CH2:18][C@H:19]([NH2:27])[C:20]([O:22][C:23]([CH3:24])([CH3:25])[CH3:26])=[O:21])[C:11]=2[CH:10]=[CH:9]1)[CH3:2]. Procedure details: 709 mg of 4-[4-((2S)-2-benzyloxycarbonylamino-2-tert-butoxycarbonyl-ethylamino)-2-methyl-pyrrolo[2,3-d]pyrimidin-7-yl]-butyric acid ethyl ester were dissolved in 40 ml of ethanol and 1 ml of acetic acid and were hydrogenated over 100 mg of Pd/C (10%) during 4 h at room temperature. The catalyst was removed by filtration, the solvent was removed in vacuo. The residue was dissolved in 60 ml of DCM and stirred with 10 ml of brine and additional 5 g of NaHCO3. The phases were separated, the aqueous ...